From a dataset of the Open Reaction Database (ORD), a public repository of structured organic reaction records. describe an organic reaction: reactants, conditions, products, and yield Starting materials: C(C)(=O)OCCCCCCCCCCCC1=C(C(C(=C(C1=O)OC)OC)=O)C (6-(11-acetoxyundecyl)-2,3-dimethoxy-5-methyl-1,4-benzoquinone), S(O)(O)(=O)=O (sulfuric acid), C(O)([O-])=O.[K+] (potassium hydrogencarbonate). Run in CO (methanol). Conditions: time 12 hour. Yields the product OCCCCCCCCCCCC1=C(C(C(=C(C1=O)OC)OC)=O)C (6-(11-hydroxyundecyl)-2,3-dimethoxy-5-methyl-1,4-benzoquinone). The yield is 95.9%. Reaction SMILES: C([O:4][CH2:5][CH2:6][CH2:7][CH2:8][CH2:9][CH2:10][CH2:11][CH2:12][CH2:13][CH2:14][CH2:15][C:16]1[C:21](=[O:22])[C:20]([O:23][CH3:24])=[C:19]([O:25][CH3:26])[C:18](=[O:27])[C:17]=1[CH3:28])(=O)C.S(=O)(=O)(O)O.C(=O)([O-])O.[K+]>CO>[OH:4][CH2:5][CH2:6][CH2:7][CH2:8][CH2:9][CH2:10][CH2:11][CH2:12][CH2:13][CH2:14][CH2:15][C:16]1[C:21](=[O:22])[C:20]([O:23][CH3:24])=[C:19]([O:25][CH3:26])[C:18](=[O:27])[C:17]=1[CH3:28] |f:2.3|. Reported procedure: To a solution of 6-(11-acetoxyundecyl)-2,3-dimethoxy-5-methyl-1,4-benzoquinone (4.2 g) in methanol (200 ml) is added concentrated sulfuric acid (0.1 ml) and the mixture is kept standing at room temperature for 12 hours. To a reaction mixture is added potassium hydrogencarbonate (0.2 g) and the solvent is distilled off. The resultant is dissolved in dichloromethane and insolubles are filtered off. Dichloromethane is distilled off to leave crude crystals. Recrystallization from hexane-ether (3:1) ... The reactants are N1(CCOCC1)C=1SC=2C(NCC=C(C2N1)[Sn](C)(C)C)=O (2-(morpholin-4-yl)-8-(trimethylstannyl)-5,6-dihydro-4H-[1,3]thiazolo[5,4-c]azepin-4-one), COC(C1=C(C=CC(=C1)Cl)Br)=O (methyl-2-bromo-5-chlorobenzoate), [F-].[Cs+] (cesium fluoride). The reagents and catalysts are [Cu]I (copper(I) iodide), C=1C=CC(=CC1)[P](C=2C=CC=CC2)(C=3C=CC=CC3)[Pd]([P](C=4C=CC=CC4)(C=5C=CC=CC5)C=6C=CC=CC6)([P](C=7C=CC=CC7)(C=8C=CC=CC8)C=9C=CC=CC9)[P](C=1C=CC=CC1)(C=1C=CC=CC1)C=1C=CC=CC1 (tetrakis(triphenylphosphine)palladium(0)). The solvent is CN(C)C=O (DMF). Run at temperature 80 celsius, time 2 hour. Yields the product ClC=1C=CC(=C(C(=O)OC)C1)C=1C2=C(C(NCC1)=O)SC(=N2)N2CCOCC2 (methyl 5-chloro-2-[2-(morpholin-4-yl)-4-oxo-5,6-dihydro-4H-[1,3]thiazolo[5,4-c]azepin-8-yl]benzoate). Yield: 79.6%. Reaction SMILES: [N:1]1([C:7]2[S:8][C:9]3[C:10](=[O:21])[NH:11][CH2:12][CH:13]=[C:14]([Sn](C)(C)C)[C:15]=3[N:16]=2)[CH2:6][CH2:5][O:4][CH2:3][CH2:2]1.[CH3:22][O:23][C:24](=[O:33])[C:25]1[CH:30]=[C:29]([Cl:31])[CH:28]=[CH:27][C:26]=1Br.[F-].[Cs+]>CN(C=O)C.[Cu]I.C1C=CC([P]([Pd]([P](C2C=CC=CC=2)(C2C=CC=CC=2)C2C=CC=CC=2)([P](C2C=CC=CC=2)(C2C=CC=CC=2)C2C=CC=CC=2)[P](C2C=CC=CC=2)(C2C=CC=CC=2)C2C=CC=CC=2)(C2C=CC=CC=2)C2C=CC=CC=2)=CC=1>[Cl:31][C:29]1[CH:28]=[CH:27][C:26]([C:14]2[C:15]3[N:16]=[C:7]([N:1]4[CH2:6][CH2:5][O:4][CH2:3][CH2:2]4)[S:8][C:9]=3[C:10](=[O:21])[NH:11][CH2:12][CH:13]=2)=[C:25]([CH:30]=1)[C:24]([O:23][CH3:22])=[O:33] |f:2.3,^1:46,48,67,86|. Reported procedure: A solution of 2-(morpholin-4-yl)-8-(trimethylstannyl)-5,6-dihydro-4H-[1,3]thiazolo[5,4-c]azepin-4-one (0.160 g, 0.386 mmol) and methyl-2-bromo-5-chlorobenzoate (0.116 g, 0.464 mmol) in DMF (3.74 mL) was purged with Argon, then added cesium fluoride (0.205 g, 1.35 mmol), copper(I) iodide (0.0184 g, 0.0966 mmol) and tetrakis(triphenylphosphine)palladium(0) (0.0446 g, 0.0386 mmol). The mixture was stirred at 80° C. for 2 hours. The solution was cooled to room temperature, then evaporated some of th... The reactants are [Cl-], CCOC(=O)CNCC(=O)OCC, CCCCCCCCCCCCCCOc1ccc(OCc2ccccc2)c(C(=O)O)c1. Product: CCCCCCCCCCCCCCOc1ccc(OCc2ccccc2)c(C(=O)N(CC(=O)OCC)CC(=O)OCC)c1. RXN SMILES: [Cl-:1].[NH:34]([CH2:35][C:36](=[O:37])[O:38][CH2:39][CH3:40])[CH2:41][C:42](=[O:43])[O:44][CH2:45][CH3:46].[c:2]1([CH2:8][O:9][c:10]2[c:11]([C:12](=[O:13])[OH:14])[cH:15][c:16]([O:19][CH2:20][CH2:21][CH2:22][CH2:23][CH2:24][CH2:25][CH2:26][CH2:27][CH2:28][CH2:29][CH2:30][CH2:31][CH2:32][CH3:33])[cH:17][cH:18]2)[cH:3][cH:4][cH:5][cH:6][cH:7]1>>[c:2]1([CH2:8][O:9][c:10]2[c:11]([C:12](=[O:14])[N:34]([CH2:35][C:36](=[O:37])[O:38][CH2:39][CH3:40])[CH2:41][C:42](=[O:43])[O:44][CH2:45][CH3:46])[cH:15][c:16]([O:19][CH2:20][CH2:21][CH2:22][CH2:23][CH2:24][CH2:25][CH2:26][CH2:27][CH2:28][CH2:29][CH2:30][CH2:31][CH2:32][CH3:33])[cH:17][cH:18]2)[cH:3][cH:4][cH:5][cH:6][cH:7]1. Starting materials: O=CO, [Na+], [OH-], OC1C2CC3CC(C2)CC1C3, O=S(=O)(O)O. Yields the product O=C(O)C1C2CC3CC(C2)CC1C3. RXN SMILES: [CH:19](=[O:20])[OH:21].[Na+:18].[OH-:17].[OH:1][CH:2]1[CH:3]2[CH2:4][CH:5]3[CH2:6][CH:7]([CH2:8][CH:9]1[CH2:10]3)[CH2:11]2.[S:12](=[O:13])(=[O:14])([OH:15])[OH:16]>>[CH:2]1([C:19](=[O:20])[OH:21])[CH:3]2[CH2:4][CH:5]3[CH2:6][CH:7]([CH2:8][CH:9]1[CH2:10]3)[CH2:11]2. Reactants: [OH-].[K+] (potassium hydroxide), [Cl-].C(C1=CC=CC=C1)[N+]1(CCCCC1)C (N-benzyl-N-methylpiperidinium chloride). Run in CO (methanol), CO (methanol). Run at time 10 minute. Product: solution, [OH-].C(C1=CC=CC=C1)[N+]1(CCCCC1)C (N-benzyl-N-methylpiperidinium hydroxide). The yield is 20.0%. RXN SMILES: [OH-:1].[K+].[Cl-].[CH2:4]([N+:11]1([CH3:17])[CH2:16][CH2:15][CH2:14][CH2:13][CH2:12]1)[C:5]1[CH:10]=[CH:9][CH:8]=[CH:7][CH:6]=1>CO>[OH-:1].[CH2:4]([N+:11]1([CH3:17])[CH2:16][CH2:15][CH2:14][CH2:13][CH2:12]1)[C:5]1[CH:10]=[CH:9][CH:8]=[CH:7][CH:6]=1 |f:0.1,2.3,5.6|. Reported procedure: In a 100-mL three-necked flask equipped with a condenser and a stirrer, 2.92 g of potassium hydroxide and 20 mL of methanol were weighed and added, and 10.0 g of N-benzyl-N-methylpiperidinium chloride dissolved in 23 mL of methanol was added thereto dropwise over 10 minutes. At room temperature, the mixture was stirred for 1 hour, and precipitated potassium chloride was filtrated off. To the resultant filtrate, 0.44 g of silver oxide was added, and stirred for 1 hour at room temperature. Precipi... The reactants are ice water, FC(C1=C(C=NN1C1=C(C=C(C=C1)Cl)Cl)C(=O)O)(F)F (5-(Trifluoromethyl)-1-(2,4-dichlorophenyl)-1H-pyrazole-4-carboxylic acid), C(=O)(N1C=NC=C1)N1C=NC=C1 (carbonyldiimidazole), [OH-].[NH4+] (ammonium hydroxide). The solvent is CN(C)C=O (DMF). Run at time 10 minute. The product is FC(C1=C(C=NN1C1=C(C=C(C=C1)Cl)Cl)C(=O)N)(F)F (5-(trifluoromethyl)-1-(2,4-dichlorophenyl)-1H-pyrazole-4-carboxamide). Yield: 61.7%. RXN SMILES: [F:1][C:2]([F:20])([F:19])[C:3]1[N:7]([C:8]2[CH:13]=[CH:12][C:11]([Cl:14])=[CH:10][C:9]=2[Cl:15])[N:6]=[CH:5][C:4]=1[C:16](O)=[O:17].C(N1C=CN=C1)([N:23]1C=CN=C1)=O.[OH-].[NH4+]>CN(C=O)C>[F:1][C:2]([F:20])([F:19])[C:3]1[N:7]([C:8]2[CH:13]=[CH:12][C:11]([Cl:14])=[CH:10][C:9]=2[Cl:15])[N:6]=[CH:5][C:4]=1[C:16]([NH2:23])=[O:17] |f:2.3|. Procedure details: 5-(Trifluoromethyl)-1-(2,4-dichlorophenyl)-1H-pyrazole-4-carboxylic acid (5.0 grams, 0.015 mole) and carbonyldiimidazole (2.74 grams, 0.017 mole) were dissolved in 35 ml of DMF. The solution was stirred for 10 minutes and ammonium hydroxide (8 ml) was then added. The reaction mixture was stirred at room temperature for 72 hours, then poured into 150 ml of ice/water. The product precipitated and was separated by filtration, dried, and recrystallized from toluene with charcoal, yielding 3.0 grams ... Starting materials: O=C([O-])O, CNC(=O)Nc1nc(CCl)cs1, CN(C)C=O, c1ccc2c(C3CCNCC3)c[nH]c2c1, [Na+]. The product is CNC(=O)Nc1nc(CN2CCC(c3c[nH]c4ccccc34)CC2)cs1. Reaction SMILES: [C:28](=[O:29])([O-:30])[OH:31].[CH3:1][NH:2][C:3]([NH:4][c:5]1[s:6][cH:7][c:8]([CH2:10][Cl:11])[n:9]1)=[O:12].[CH3:33][N:34]([CH3:35])[CH:36]=[O:37].[NH:13]1[CH2:14][CH2:15][CH:16]([c:19]2[cH:20][nH:21][c:22]3[cH:23][cH:24][cH:25][cH:26][c:27]23)[CH2:17][CH2:18]1.[Na+:32]>>[CH3:1][NH:2][C:3]([NH:4][c:5]1[s:6][cH:7][c:8]([CH2:10][N:13]2[CH2:14][CH2:15][CH:16]([c:19]3[cH:20][nH:21][c:22]4[cH:23][cH:24][cH:25][cH:26][c:27]34)[CH2:17][CH2:18]2)[n:9]1)=[O:12]. Reactants: CCO, CN1C(=O)c2c([N+](=O)[O-])cccc2C1(C)C. Product: CN1C(=O)c2c(N)cccc2C1(C)C. As a reaction SMILES: [CH3:17][CH2:18][OH:19].[CH3:1][N:2]1[C:3](=[O:16])[c:4]2[c:5]([N+:13]([O-:14])=[O:15])[cH:6][cH:7][cH:8][c:9]2[C:10]1([CH3:11])[CH3:12]>>[CH3:1][N:2]1[C:3](=[O:16])[c:4]2[c:5]([NH2:13])[cH:6][cH:7][cH:8][c:9]2[C:10]1([CH3:11])[CH3:12].